From a dataset of the Open Reaction Database (ORD), a public repository of structured organic reaction records. describe an organic reaction: reactants, conditions, products, and yield The reactants are CC1(C=C(C2=CC(=CC=C12)NC(=O)C1=CC=C(C(=O)OC)C=C1)C1=CC=CC=C1)C (Methyl 4-[[(1,1-dimethyl-3-phenyl-1H-inden-5-yl)amino]carbonyl]benzoate), [OH-].[Na+] (NaOH). Run in O1CCCC1 (tetrahydrofuran), CO (methanol). Yields the product CC1(C=C(C2=CC(=CC=C12)NC(=O)C1=CC=C(C(=O)O)C=C1)C1=CC=CC=C1)C (4-[[(1,1-Dimethyl-3-phenyl-1H-inden-5-yl)amino]carbonyl]benzoic acid). Yield: 78.2%. Reaction SMILES: [CH3:1][C:2]1([CH3:30])[C:10]2[C:5](=[CH:6][C:7]([NH:11][C:12]([C:14]3[CH:23]=[CH:22][C:17]([C:18]([O:20]C)=[O:19])=[CH:16][CH:15]=3)=[O:13])=[CH:8][CH:9]=2)[C:4]([C:24]2[CH:29]=[CH:28][CH:27]=[CH:26][CH:25]=2)=[CH:3]1.[OH-].[Na+]>O1CCCC1.CO>[CH3:1][C:2]1([CH3:30])[C:10]2[C:5](=[CH:6][C:7]([NH:11][C:12]([C:14]3[CH:23]=[CH:22][C:17]([C:18]([OH:20])=[O:19])=[CH:16][CH:15]=3)=[O:13])=[CH:8][CH:9]=2)[C:4]([C:24]2[CH:29]=[CH:28][CH:27]=[CH:26][CH:25]=2)=[CH:3]1 |f:1.2|. Procedure: Methyl 4-[[(1,1-dimethyl-3-phenyl-1H-inden-5-yl)amino]carbonyl]benzoate (325 mg, 0.82 mmol), 4.1 mL of 2N NaOH in 10 mL of tetrahydrofuran and 10 mL of methanol were stirred for 2 hours. The mixture was concentrated and acidified with 1N HCl (20 mL), extracted with ethyl acetate (35 mL×2). The combined extracts were washed with water (10 mL), dried over magnesium sulfate, and evaporated. The residue was triturated in ether-hexane to give 246 mg (78% yield) of the title compound as white solids; ... The reactants are C(=O)(O)C1=CN=CC2=CC=CC=C12 (4-Carboxy-isoquinoline), OO (hydrogen peroxide). The solvent is C(C)(=O)O (acetic acid). Product: C(=O)(O)C1=C[N+](=CC2=CC=CC=C12)[O-] (4-carboxy-isoquinoline N-oxide). Reaction SMILES: [C:1]([C:4]1[C:13]2[C:8](=[CH:9][CH:10]=[CH:11][CH:12]=2)[CH:7]=[N:6][CH:5]=1)([OH:3])=[O:2].[OH:14]O>C(O)(=O)C>[C:1]([C:4]1[C:13]2[C:8](=[CH:9][CH:10]=[CH:11][CH:12]=2)[CH:7]=[N+:6]([O-:14])[CH:5]=1)([OH:3])=[O:2]. Procedure details: 4-Carboxy-isoquinoline [J. Amer. Chem. Soc. 67, 1268 (1945)](10 g, 0.058 mol) is refluxed in 100 ml of acetic acid containing 13 ml of hydrogen peroxide (30%) overnight. After cooling, the solution is evaporated to dryness and the residue is purified by column chromatography (ethyl acetate/methanol/formic acid 3:2:1) to yield 4-carboxy-isoquinoline N-oxide, m.p. 280°-283°, Rf =0.3. Reactants: BrC=1C=NC(=NC1)N1C=C(C2=CC=C(C=C12)C(=O)N(C)CC(=O)OC)SC (Methyl 2-(1-(5-bromopyrimidin-2-yl)-N-methyl-3-(methylthio)-1H-indole-6-carboxamido)acetate), FC1=C(C=C(C=C1)C)B(O)O ((2-fluoro-5-methylphenyl)boronic acid). Yields the product FC1=C(C=C(C=C1)C)C=1C=NC(=NC1)N1C=C(C2=CC=C(C=C12)C(=O)N(C)CC(=O)OC)SC (Methyl 2-(1-(5-(2-fluoro-5-methylphenyl)pyrimidin-2-yl)-N-methyl-3-(methylthio)-1H-indole-6-carboxamido)acetate). As a reaction SMILES: Br[C:2]1[CH:3]=[N:4][C:5]([N:8]2[C:16]3[C:11](=[CH:12][CH:13]=[C:14]([C:17]([N:19]([CH2:21][C:22]([O:24][CH3:25])=[O:23])[CH3:20])=[O:18])[CH:15]=3)[C:10]([S:26][CH3:27])=[CH:9]2)=[N:6][CH:7]=1.[F:28][C:29]1[CH:34]=[CH:33][C:32]([CH3:35])=[CH:31][C:30]=1B(O)O>>[F:28][C:29]1[CH:34]=[CH:33][C:32]([CH3:35])=[CH:31][C:30]=1[C:2]1[CH:3]=[N:4][C:5]([N:8]2[C:16]3[C:11](=[CH:12][CH:13]=[C:14]([C:17]([N:19]([CH2:21][C:22]([O:24][CH3:25])=[O:23])[CH3:20])=[O:18])[CH:15]=3)[C:10]([S:26][CH3:27])=[CH:9]2)=[N:6][CH:7]=1. Procedure: Suzuki coupling of 304a) (0.5 g, 1.11 mmol) and (2-fluoro-5-methylphenyl)boronic acid (0.34 g, 2.22 mmol) under use of (Ataphos)2PdCl2 (79 mg, 0.11 mmol) as catalyst analogously to the protocol for example 261. White solid. Yield: 0.51 g (96% of theory) Reactants: O (water), BrCC=C(C)C (1-bromo-3-methyl-2-butene), CN1C(NC(C=2NC(=NC12)Cl)=O)=O (3-methyl-8-chloroxanthine), CCN(C(C)C)C(C)C (Hünig base). The solvent is CN(C=O)C (N,N-dimethylformamide). Reaction conditions: time 10 minute. The product is CN1C(NC(C=2N(C(=NC12)Cl)CC=C(C)C)=O)=O (3-methyl-7-(3-methyl-2-buten-1-yl)-8-chloroxanthine). Reaction SMILES: Br[CH2:2][CH:3]=[C:4]([CH3:6])[CH3:5].[CH3:7][N:8]1[C:16]2[N:15]=[C:14]([Cl:17])[NH:13][C:12]=2[C:11](=[O:18])[NH:10][C:9]1=[O:19].CCN(C(C)C)C(C)C.O>CN(C)C=O>[CH3:7][N:8]1[C:16]2[N:15]=[C:14]([Cl:17])[N:13]([CH2:2][CH:3]=[C:4]([CH3:6])[CH3:5])[C:12]=2[C:11](=[O:18])[NH:10][C:9]1=[O:19]. Reported procedure: 5.87 mL of 1-bromo-3-methyl-2-butene is added to 10.56 g of 3-methyl-8-chloroxanthine and 17 mL of Hünig base in 100 mL of N,N-dimethylformamide. The reaction mixture is stirred for approximately 10 minutes at ambient temperature and then combined with 800 mL of water. The light-colored precipitate formed is suction filtered, washed with ethanol and diethyl ether and dried. Yield: 10.56 g (81% of theory); mass spectrum (ESI+): m/z=269, 271 [M+H]+. Starting materials: OC1=CC=C(C(=O)N(C2=C(C=CC(=C2)OC)C2CC=3C=CC(=CC3CC2)OC(C(C)(C)C)=O)C(C)C)C=C1 (pivalic acid 6-{2-[(4-hydroxybenzoyl)isopropylamino]-4-methoxyphenyl}-5,6,7,8-tetrahydronaphthalen-2-yl ester), ClCC(=O)N1CCCC1 (2-chloro-1-pyrrolidin-1-ylethanone). The product is C(C)(C)N(C1=C(C=CC(=C1)OC)C1CC=2C=CC(=CC2CC1)O)CC1=CC=C(C=C1)OCCN1CCCC1 (6-{2-{Isopropyl[4-(2-pyrrolidin-1-ylethoxy)benzyl]amino}-4-methoxyphenyl}-5,6,7,8-tetrahydronaphthalen-2-ol). The yield is 80.1%. As a reaction SMILES: [OH:1][C:2]1[CH:38]=[CH:37][C:5]([C:6]([N:8]([CH:34]([CH3:36])[CH3:35])[C:9]2[CH:14]=[C:13]([O:15][CH3:16])[CH:12]=[CH:11][C:10]=2[CH:17]2[CH2:26][CH2:25][C:24]3[CH:23]=[C:22]([O:27]C(=O)C(C)(C)C)[CH:21]=[CH:20][C:19]=3[CH2:18]2)=O)=[CH:4][CH:3]=1.Cl[CH2:40][C:41]([N:43]1[CH2:47][CH2:46][CH2:45][CH2:44]1)=O>>[CH:34]([N:8]([CH2:6][C:5]1[CH:37]=[CH:38][C:2]([O:1][CH2:40][CH2:41][N:43]2[CH2:47][CH2:46][CH2:45][CH2:44]2)=[CH:3][CH:4]=1)[C:9]1[CH:14]=[C:13]([O:15][CH3:16])[CH:12]=[CH:11][C:10]=1[CH:17]1[CH2:18][CH2:19][C:24]2[CH:23]=[C:22]([OH:27])[CH:21]=[CH:20][C:25]=2[CH2:26]1)([CH3:36])[CH3:35]. Procedure: Synthesized from pivalic acid 6-{2-[(4-hydroxybenzoyl)isopropylamino]-4-methoxyphenyl}-5,6,7,8-tetrahydronaphthalen-2-yl ester (30 mg) and 2-chloro-1-pyrrolidin-1-ylethanone (17 mg) according to an analogous synthetic method to Example 404 and purified by LC-MS, the title compound (24 mg) was obtained.